Dataset: the Open Reaction Database (ORD), a public repository of structured organic reaction records. Task: describe an organic reaction: reactants, conditions, products, and yield Reactants: C(CC)N(CC1=CC=C(C=C1)C1=C(C=CC=C1)C1=NN=NN1C(C1=CC=CC=C1)(C1=CC=CC=C1)C1=CC=CC=C1)C1=NC(=CC=C1C(=O)OCC)C(F)(F)F (ethyl 2-{N-propyl-N-[(2'-[N-triphenylmethyl-1H-tetrazol-5-yl]biphenyl-4-yl)methyl]amino}-6-trifluoromethyl-pyridine-3-carboxylate), O.C1(=CC=C(C=C1)S(=O)(=O)O)C (p-toluenesulfonic acid monohydrate), [OH-].[Na+] (sodium hydroxide). Run in CO (methanol), CO (methanol). The product is C(CC)N(CC1=CC=C(C=C1)C1=C(C=CC=C1)C1=NN=NN1)C1=NC(=CC=C1C(=O)O)C(F)(F)F (2-{N-Propyl-N-[(2' -[1H-tetrazol-5-yl]biphenyl-4-yl)methyl]amino}-6-trifluoromethyl-pyridine-3-carboxylic acid). Reaction SMILES: [CH2:1]([N:4]([C:42]1[C:47]([C:48]([O:50]CC)=[O:49])=[CH:46][CH:45]=[C:44]([C:53]([F:56])([F:55])[F:54])[N:43]=1)[CH2:5][C:6]1[CH:11]=[CH:10][C:9]([C:12]2[CH:17]=[CH:16][CH:15]=[CH:14][C:13]=2[C:18]2[N:22](C(C3C=CC=CC=3)(C3C=CC=CC=3)C3C=CC=CC=3)[N:21]=[N:20][N:19]=2)=[CH:8][CH:7]=1)[CH2:2][CH3:3].O.C1(C)C=CC(S(O)(=O)=O)=CC=1.[OH-].[Na+]>CO>[CH2:1]([N:4]([C:42]1[C:47]([C:48]([OH:50])=[O:49])=[CH:46][CH:45]=[C:44]([C:53]([F:54])([F:55])[F:56])[N:43]=1)[CH2:5][C:6]1[CH:11]=[CH:10][C:9]([C:12]2[CH:17]=[CH:16][CH:15]=[CH:14][C:13]=2[C:18]2[NH:22][N:21]=[N:20][N:19]=2)=[CH:8][CH:7]=1)[CH2:2][CH3:3] |f:1.2,3.4|. Procedure: Ethyl 6-trifluoromethylpyridin-2-one-3-carboxylate, prepared by the method described in Helv. Chim. Acta. 71, 596 (1988), is chlorinated with phosphorus oxychloride to give the 2-chloro compound. Treatment of ethyl 2-chloro-6-trifluoromethylpyridine-3-carboxylate with N-triphenylmethyl-5-[2-(4'-propylaminomethyl-biphenyl)]tetrazole, prepared as described in Example 72B, in tetrahydrofuran containing triethylamine affords the tertiary amine. Treatment of ethyl 2-{N-propyl-N-[(2'-[N-triphenylmethy... Reactants: C(#C)C1=CC=C(C(=O)O)C=C1 (4-ethynylbenzoic acid), C(CCC)[SnH](CCCC)CCCC (tri-n-butyltinhydride). As a reaction SMILES: [C:1]([C:3]1[CH:11]=[CH:10][C:6]([C:7]([OH:9])=[O:8])=[CH:5][CH:4]=1)#[CH:2].[CH2:12]([SnH:16]([CH2:21][CH2:22][CH2:23][CH3:24])[CH2:17][CH2:18][CH2:19][CH3:20])[CH2:13][CH2:14][CH3:15]>>[CH2:21]([Sn:16]([CH2:12][CH2:13][CH2:14][CH3:15])([CH2:17][CH2:18][CH2:19][CH3:20])[CH:2]=[CH:1][C:3]1[CH:11]=[CH:10][C:6]([C:7]([O:9][Sn:16]([CH2:17][CH2:18][CH2:19][CH3:20])([CH2:21][CH2:22][CH2:23][CH3:24])[CH2:12][CH2:13][CH2:14][CH3:15])=[O:8])=[CH:5][CH:4]=1)[CH2:22][CH2:23][CH3:24]. Reported procedure: A mixture of 4-ethynylbenzoic acid (1.0 equiv.) and tri-n-butyltinhydride (1.0 equiv.) (Aldrich) is warmed to 60° C. for six hours. Kugelrohr distillation of the crude product gives tri-n-butylstannyl 4-[2'-(tri-n-butylstannyl)ethenyl]benzoate. Run at temperature 60 celsius. Yields the product C(CCC)[Sn](C=CC1=CC=C(C(=O)O[Sn](CCCC)(CCCC)CCCC)C=C1)(CCCC)CCCC (tri-n-butylstannyl 4-[2'-(tri-n-butylstannyl)ethenyl]benzoate). Starting materials: NC1=CC=C(C(=O)N(C2=C(C=CC=C2)OC)CCN2CCC(CC2)C(C2=CC=C(C=C2)F)=O)C=C1 (4-amino-N-{2-[4-(4-fluorobenzoyl)piperidino]ethyl}-N-(2-methoxyphenyl)benzamide), CS(=O)(=O)Cl (methanesulfonyl chloride). Product: FC1=CC=C(C(=O)C2CCN(CC2)CCN(C(C2=CC=C(C=C2)NS(=O)(=O)C)=O)C2=C(C=CC=C2)OC)C=C1 (N-{2-[4-(4-fluorobenzoyl)piperidino]ethyl}-4-methanesulfonylamino-N-(2-methoxyphenyl)benzamide). Yield: 48.4%. Reaction SMILES: [NH2:1][C:2]1[CH:35]=[CH:34][C:5]([C:6]([N:8]([CH2:17][CH2:18][N:19]2[CH2:24][CH2:23][CH:22]([C:25](=[O:33])[C:26]3[CH:31]=[CH:30][C:29]([F:32])=[CH:28][CH:27]=3)[CH2:21][CH2:20]2)[C:9]2[CH:14]=[CH:13][CH:12]=[CH:11][C:10]=2[O:15][CH3:16])=[O:7])=[CH:4][CH:3]=1.[CH3:36][S:37](Cl)(=[O:39])=[O:38]>>[F:32][C:29]1[CH:28]=[CH:27][C:26]([C:25]([CH:22]2[CH2:23][CH2:24][N:19]([CH2:18][CH2:17][N:8]([C:9]3[CH:14]=[CH:13][CH:12]=[CH:11][C:10]=3[O:15][CH3:16])[C:6](=[O:7])[C:5]3[CH:4]=[CH:3][C:2]([NH:1][S:37]([CH3:36])(=[O:39])=[O:38])=[CH:35][CH:34]=3)[CH2:20][CH2:21]2)=[O:33])=[CH:31][CH:30]=1. Procedure details: Using 4-amino-N-{2-[4-(4-fluorobenzoyl)piperidino]ethyl}-N-(2-methoxyphenyl)benzamide (50.0 mg, 0.11 mmol) and methanesulfonyl chloride (0.025 ml, 0.316 mmol), the procedure of Inventive Example 94 was repeated to obtain 29.5 mg (50.7%) of the title compound in a colorless amorphous form. Reactants: CN(/C=C/C(=O)C1=NN(C=CC1=O)C1=CC=C(C=C1)S(=O)(=O)C)C (3-((E)-3-Dimethylamino-acryloyl)-1-(4-methansulfonyl-phenyl)-1H-pyridazin-4-one), ClC1=CC=C(C=C1)NN (4-chloro-phenylhydrazine). Yields the product ClC1=CC=C(C=C1)N1N=CC=C1C1=NN(C=CC1=O)C1=CC=C(C=C1)S(=O)(=O)C (3-[2-(4-Chloro-phenyl)-2H-pyrazol-3-yl]-1-(4-methanesulfonyl-phenyl)-1H-pyridazin-4-one). As a reaction SMILES: C[N:2](C)/[CH:3]=[CH:4]/[C:5]([C:7]1[C:12](=[O:13])[CH:11]=[CH:10][N:9]([C:14]2[CH:19]=[CH:18][C:17]([S:20]([CH3:23])(=[O:22])=[O:21])=[CH:16][CH:15]=2)[N:8]=1)=O.[Cl:25][C:26]1[CH:31]=[CH:30][C:29]([NH:32]N)=[CH:28][CH:27]=1>>[Cl:25][C:26]1[CH:31]=[CH:30][C:29]([N:32]2[C:5]([C:7]3[C:12](=[O:13])[CH:11]=[CH:10][N:9]([C:14]4[CH:19]=[CH:18][C:17]([S:20]([CH3:23])(=[O:22])=[O:21])=[CH:16][CH:15]=4)[N:8]=3)=[CH:4][CH:3]=[N:2]2)=[CH:28][CH:27]=1. Procedure details: The product was obtained starting from 3-((E)-3-Dimethylamino-acryloyl)-1-(4-methansulfonyl-phenyl)-1H-pyridazin-4-one (A-16) and 4-chloro-phenylhydrazine according to the method described for example 43. MS: M=427.1 (M+H)+ Starting materials: C1(CC1)C=1C=C(C=CC1S(=O)(=O)C1CC1)C(C(=O)OCC)=CC1CCOCC1 (Ethyl 2-[3-cyclopropyl-4-(cyclopropylsulfonyl)phenyl]-3-(tetrahydro-2H-pyran-4-yl)acrylate), [OH-].[K+] (potassium hydroxide). Solvent: CO (methanol). Conditions: time 3 hour. Product: C1(CC1)C=1C=C(C=CC1S(=O)(=O)C1CC1)/C(/C(=O)O)=C\C1CCOCC1 ((2E)-2-[3-cyclopropyl-4-(cyclopropylsulfonyl)phenyl]-3-(tetrahydro-2H-pyran-4-yl)acrylic acid). Yield: 75.8%. Reaction SMILES: [CH:1]1([C:4]2[CH:5]=[C:6]([C:16](=[CH:22][CH:23]3[CH2:28][CH2:27][O:26][CH2:25][CH2:24]3)[C:17]([O:19]CC)=[O:18])[CH:7]=[CH:8][C:9]=2[S:10]([CH:13]2[CH2:15][CH2:14]2)(=[O:12])=[O:11])[CH2:3][CH2:2]1.[OH-].[K+]>CO>[CH:1]1([C:4]2[CH:5]=[C:6](/[C:16](=[CH:22]\[CH:23]3[CH2:24][CH2:25][O:26][CH2:27][CH2:28]3)/[C:17]([OH:19])=[O:18])[CH:7]=[CH:8][C:9]=2[S:10]([CH:13]2[CH2:14][CH2:15]2)(=[O:12])=[O:11])[CH2:3][CH2:2]1 |f:1.2|. Reported procedure: Ethyl 2-[3-cyclopropyl-4-(cyclopropylsulfonyl)phenyl]-3-(tetrahydro-2H-pyran-4-yl)acrylate (3.50 g) was dissolved in methanol (42 mL), and to this solution was slowly added a 8 M aqueous potassium hydroxide solution (27 mL), which had been separately prepared. After stirring at room temperature for 3 hours, methanol was evaporated under reduced pressure, followed by careful addition of concentrated hydrochloric acid for neutralization. The resulting solid was collected by filtration, washed with... Reactants: Cl (hydrogen chloride), ClC1=CC(=C(C=C1)C=1CCN(CC1)C(=O)OC(C)(C)C)CC(=O)OC (Tert-Butyl 4-[4-Chloro-2-(2-Methoxy-2-Oxoethyl)Phenyl]-3,6-Dihydropyridine-1(2H)-Carboxylate). Solvent: C(C)(=O)OCC (ethyl acetate), C(Cl)Cl (methylene chloride). Run at time 1 hour. The product is Cl.ClC=1C=CC(=C(C1)CC(=O)OC)C=1CCNCC1 (Methyl [5-Chloro-2-(1,2,3,6-Tetrahydropyridin-4-yl)Phenyl]Acetate Hydrochloride). Isolated yield 175.6%. Reaction SMILES: Cl.[Cl:2][C:3]1[CH:8]=[CH:7][C:6]([C:9]2[CH2:10][CH2:11][N:12](C(OC(C)(C)C)=O)[CH2:13][CH:14]=2)=[C:5]([CH2:22][C:23]([O:25][CH3:26])=[O:24])[CH:4]=1>C(OCC)(=O)C.C(Cl)Cl>[ClH:2].[Cl:2][C:3]1[CH:8]=[CH:7][C:6]([C:9]2[CH2:14][CH2:13][NH:12][CH2:11][CH:10]=2)=[C:5]([CH2:22][C:23]([O:25][CH3:26])=[O:24])[CH:4]=1 |f:4.5|. Procedure: A saturated solution of hydrogen chloride in ethyl acetate (6 mL) was added to a solution of tert-butyl 4-[4-chloro-2-(2-methoxy-2-oxoethyl)phenyl]-3,6-dihydropyridine-1(2H)-carboxylate (1-5) (0.950 g, 2.60 mmol) in methylene chloride (6 mL) at 0° C. After 1 h, the volatiles were evaporated in vacuo, and the crude residue triturated twice with dry diethyl ether to give 1-6 (0.690 g) as a flocculent pale yellow solid (m/z (ES) 266 (MH+). Reactants: C(C)(C)N(CC)C(C)C (diisopropylethylamine), C(C)N=C=O (ethyl isocyanate), C(C)(C)(C)OC=1C=C(C=CC1)C=1C2=C(N=C(N1)N1CCOCC1)NCC2 (4-(3-t-Butoxyphenyl)-2-morpholin-4-yl-6,7-dihydro-5H-pyrrolo[2,3-d]pyrimidine). Solvent: CN(C=O)C (dimethylformamide). Conditions: temperature 60 celsius, time 2 day. Yields the product OC=1C=C(C=CC1)C=1C2=C(N=C(N1)N1CCOCC1)N(CC2)C(=O)NCC (4-(3-Hydroxyphenyl)-2-(morpholin-4-yl)-7-(ethylaminocarbonyl)-6,7-dihydro-5H-pyrrolo[2,3-d]pyrimidine). The yield is 9.0%. Reaction SMILES: C([O:5][C:6]1[CH:7]=[C:8]([C:12]2[C:13]3[CH2:26][CH2:25][NH:24][C:14]=3[N:15]=[C:16]([N:18]3[CH2:23][CH2:22][O:21][CH2:20][CH2:19]3)[N:17]=2)[CH:9]=[CH:10][CH:11]=1)(C)(C)C.C(N(C(C)C)CC)(C)C.[CH2:36]([N:38]=[C:39]=[O:40])[CH3:37]>CN(C)C=O>[OH:5][C:6]1[CH:7]=[C:8]([C:12]2[C:13]3[CH2:26][CH2:25][N:24]([C:39]([NH:38][CH2:36][CH3:37])=[O:40])[C:14]=3[N:15]=[C:16]([N:18]3[CH2:23][CH2:22][O:21][CH2:20][CH2:19]3)[N:17]=2)[CH:9]=[CH:10][CH:11]=1. Procedure: 4-(3-t-Butoxyphenyl)-2-morpholin-4-yl-6,7-dihydro-5H-pyrrolo[2,3-d]pyrimidine (20 mg, 0.056 mmol) was dissolved in dimethylformamide (1 mL), and diisopropylethylamine (29 μL, 3 equivalents) and ethyl isocyanate (13 μL, 3 equivalents) were added, followed by stirring at 60° C. for 2 days. The reaction mixture was poured onto water, followed by extraction with ethyl acetate, and the organic layer was dried over sodium sulfate. After filtering off the drying agent, concentration was carried out und... Reactants: C(C)(=O)O[C@@]1(C(OCC=2C(N3CC=4C(=NC=5C=6C4N(C(=NC6C=CC5)S(=O)C)CCC(C)C)C3=CC21)=O)=O)CC ((9S)-9-acetoxy-9-ethyl-1-(3-methylbutyl)-2-methylsulfinyl-1H,12H-pyrano[3″,4″:6′,7′]indolizino[1′,2′:6,5]pyrido[4,3,2-de]quinazoline-10,13(9H,15H)-dione), C(CCC)N (n-butylamine). Run in O1CCOCC1 (1,4-dioxane). Run at temperature 100 celsius, time 5 hour. The product is C(C)(=O)O[C@@]1(C(OCC=2C(N3CC=4C(=NC=5C=6C4N(C(=NC6C=CC5)NCCCC)CCC(C)C)C3=CC21)=O)=O)CC ((9S)-9-acetoxy-2-(butylamino)-9-ethyl-1-(3-methylbutyl)-1H,12H-pyrano[3″,4″:6′,7′]indolizino[1′,2′:6,5]pyrido[4,3,2-de]quinazoline-10,13(9H,15H)-dione). The yield is 94.5%. As a reaction SMILES: [C:1]([O:4][C@@:5]1([CH2:39][CH3:40])[C:36]2[CH:35]=[C:34]3[N:11]([CH2:12][C:13]4[C:14]3=[N:15][C:16]3[C:17]5[C:18]=4[N:19]([CH2:29][CH2:30][CH:31]([CH3:33])[CH3:32])[C:20](S(C)=O)=[N:21][C:22]=5[CH:23]=[CH:24][CH:25]=3)[C:10](=[O:37])[C:9]=2[CH2:8][O:7][C:6]1=[O:38])(=[O:3])[CH3:2].[CH2:41]([NH2:45])[CH2:42][CH2:43][CH3:44]>O1CCOCC1>[C:1]([O:4][C@@:5]1([CH2:39][CH3:40])[C:36]2[CH:35]=[C:34]3[N:11]([CH2:12][C:13]4[C:14]3=[N:15][C:16]3[C:17]5[C:18]=4[N:19]([CH2:29][CH2:30][CH:31]([CH3:33])[CH3:32])[C:20]([NH:45][CH2:41][CH2:42][CH2:43][CH3:44])=[N:21][C:22]=5[CH:23]=[CH:24][CH:25]=3)[C:10](=[O:37])[C:9]=2[CH2:8][O:7][C:6]1=[O:38])(=[O:3])[CH3:2]. Procedure: To a solution of (9S)-9-acetoxy-9-ethyl-1-(3-methylbutyl)-2-methylsulfinyl-1H,12H-pyrano[3″,4″:6′,7′]indolizino[1′,2′:6,5]pyrido[4,3,2-de]quinazoline-10,13(9H,15H)-dione (6.4 mg, 0.01 mmol) in 1,4-dioxane (1.0 ml) was added n-butylamine (30 μl, 0.3 mmol). The mixture was stirred at 100° C. for 5 hr, and then stirred at room temperature for 2 days. After concentrated under reduced pressure, the obtaining residue was purified by column chromatography (dichloromethane/acetone=10/1) to give the prod... Starting materials: COC(CNC1=C(C=CC=C1)CC=C)=O (N-(2-allylphenyl)glycine methyl ester), CC(=O)C1=CC=C(C=C1)N=C=O (4-isocyanatoacetophenone), Cl.NO (hydroxylamine hydrochloride), C(OC)(OC)OC (trimethyl orthoformate). Solvent: C1CCOC1 (THF), C1CCOC1 (THF), N1=CC=CC=C1 (pyridine). Conditions: time 3 hour. The product is ON=C(C)C1=CC=C(C=C1)NC(=O)N(CC(=O)OC)C1=C(C=CC=C1)CC=C (N-[4-(1-hydroxyiminoethyl)phenyl]-N'-(2 -allylphenyl)-N'-methoxycarbonylmethylurea). As a reaction SMILES: [CH3:1][O:2][C:3](=[O:15])[CH2:4][NH:5][C:6]1[CH:11]=[CH:10][CH:9]=[CH:8][C:7]=1[CH2:12][CH:13]=[CH2:14].[CH3:16][C:17]([C:19]1[CH:24]=[CH:23][C:22]([N:25]=[C:26]=[O:27])=[CH:21][CH:20]=1)=O.Cl.[NH2:29][OH:30].C(OC)(OC)OC>C1COCC1.N1C=CC=CC=1>[OH:30][N:29]=[C:17]([C:19]1[CH:24]=[CH:23][C:22]([NH:25][C:26]([N:5]([C:6]2[CH:11]=[CH:10][CH:9]=[CH:8][C:7]=2[CH2:12][CH:13]=[CH2:14])[CH2:4][C:3]([O:2][CH3:1])=[O:15])=[O:27])=[CH:21][CH:20]=1)[CH3:16] |f:2.3|. Reported procedure: A solution of 0.02 mol N-(2-allylphenyl)glycine methyl ester in 40 mL of THF is added dropwise to a solution of 0.02 mol of 4-isocyanatoacetophenone and 5 mL of pyridine in 40 mL of THF, and the reaction mixture is stirred for 3 hours. The solvent is then removed by rotary evaporator. The residue is dispersed in 50 mL of CH3OH, and 0.022 mol of hydroxylamine hydrochloride and 0.06 mol of trimethyl orthoformate are added. The reaction mixture is heated to reflux for 1 hour. The solvent is removed... Starting materials: COC(C)(C)C (t-butyl methyl ether), CS(=O)(=O)OCC1=C(C=C(C=C1)C=1CC(CN1)(C(F)(F)F)C1=CC(=CC(=C1)Cl)Cl)Br (2-bromo-4-[3-(3,5-dichlorophenyl)-3-(trifluoromethyl)-3,4-dihydro-2H-pyrrol-5-yl]benzyl methanesulfonate), N (ammonia), CO (methanol). Run in C1CCOC1 (THF), C1CCOC1 (THF). Reaction conditions: time 20 hour. The product is BrC1=C(C=CC(=C1)C=1CC(CN1)(C(F)(F)F)C1=CC(=CC(=C1)Cl)Cl)CN (1-{2-bromo-4-[3-(3,5-dichlorophenyl)-3-(trifluoromethyl)-3,4-dihydro-2H-pyrrol-5-yl]phenyl}methanamine). Reaction SMILES: CS(O[CH2:6][C:7]1[CH:12]=[CH:11][C:10]([C:13]2[CH2:14][C:15]([C:22]3[CH:27]=[C:26]([Cl:28])[CH:25]=[C:24]([Cl:29])[CH:23]=3)([C:18]([F:21])([F:20])[F:19])[CH2:16][N:17]=2)=[CH:9][C:8]=1[Br:30])(=O)=O.[NH3:31].CO.COC(C)(C)C>C1COCC1>[Br:30][C:8]1[CH:9]=[C:10]([C:13]2[CH2:14][C:15]([C:22]3[CH:23]=[C:24]([Cl:29])[CH:25]=[C:26]([Cl:28])[CH:27]=3)([C:18]([F:20])([F:19])[F:21])[CH2:16][N:17]=2)[CH:11]=[CH:12][C:7]=1[CH2:6][NH2:31]. Procedure: A solution of 2-bromo-4-[3-(3,5-dichlorophenyl)-3-(trifluoromethyl)-3,4-dihydro-2H-pyrrol-5-yl]benzyl methanesulfonate (1.0 g) in THF (5 ml) was added dropwise to a mixed solution of aqueous ammonia (30%, 30 ml), methanol (30 ml) and THF (30 ml), and the reaction mixture was stirred for 20 hours at room temperature. The mixture was concentrated under reduced pressure to give residual material. The residue was dissolved with t-butyl methyl ether and washed with water and a saturated aqueous brine...